This data is from the Open Reaction Database (ORD), a public repository of structured organic reaction records. The task is: describe an organic reaction: reactants, conditions, products, and yield Reactants: 1,1'-[2,3,5,6-Tetrafluoro-1,4-phenylenebis-(methylene)]-bis-tris (p-toluenesulfonyl)-1,4,8,11-tetraazacyclotetradecane, O.O.Br.Br.Br.Br.Br.Br.Br.Br.FC1=C(C(=C(C(=C1F)CN1CCNCCCNCCNCCC1)F)F)CN1CCNCCCNCCNCCC1 (1,1'-[2,-3,5,6-tetra-fluoro-1,4-phenylene-bis-(methylene)]-bis-1,4,8,11-tetraazacyclo-tetradecane octahydrobromide dihydrate). The solvent is C(C)(=O)O (acetic acid), Br (hydrobromic acid). Reaction conditions: temperature 100 celsius. The product is FC1=C(C(=C(C(=C1F)CN1CCNCCCNCCNCCC1)F)F)CN1CCNCCCNCCNCCC1 (1,1'-[2,3,5,6-Tetrafluoro-1,4-phenylenebis-(methylene)]-bis-1,4,8,11-tetraazacyclotetradecane). As a reaction SMILES: O.O.Br.Br.Br.Br.Br.Br.Br.Br.[F:11][C:12]1[C:17]([F:18])=[C:16]([CH2:19][N:20]2[CH2:33][CH2:32][CH2:31][NH:30][CH2:29][CH2:28][NH:27][CH2:26][CH2:25][CH2:24][NH:23][CH2:22][CH2:21]2)[C:15]([F:34])=[C:14]([F:35])[C:13]=1[CH2:36][N:37]1[CH2:50][CH2:49][CH2:48][NH:47][CH2:46][CH2:45][NH:44][CH2:43][CH2:42][CH2:41][NH:40][CH2:39][CH2:38]1>C(O)(=O)C.Br>[F:35][C:14]1[C:15]([F:34])=[C:16]([CH2:19][N:20]2[CH2:33][CH2:32][CH2:31][NH:30][CH2:29][CH2:28][NH:27][CH2:26][CH2:25][CH2:24][NH:23][CH2:22][CH2:21]2)[C:17]([F:18])=[C:12]([F:11])[C:13]=1[CH2:36][N:37]1[CH2:50][CH2:49][CH2:48][NH:47][CH2:46][CH2:45][NH:44][CH2:43][CH2:42][CH2:41][NH:40][CH2:39][CH2:38]1 |f:0.1.2.3.4.5.6.7.8.9.10|. Procedure details: 1,1'-[2,3,5,6-Tetrafluoro-1,4-phenylenebis-(methylene)]-bis-tris-(p-toluenesulfonyl)-1,4,8,11-tetraazacyclotetradecane (200 mg, 0.13 mmol) was dissolved in a mixture of acetic acid and hydrobromic acid (48%) in a ratio of approximately 3:2 by volume (10 ml) and heated to 100° C. for 24 hours during which time a white solid precipitated. The mixture was allowed to cool and the solid was filtered off and washed with acetic acid and ether and dried in vacuo giving a white solid identified by 1H NMR... Starting materials: C(=O)C1=C2C(CC2)=CC=C1 (4-Formylbenzocyclobutene), [BH4-].[Na+] (sodium borohydride), [OH-].[Na+] (sodium hydroxide). The solvent is O (water). Product: OCC1=C2C(CC2)=CC=C1 (4-Hydroxymethylbenzocyclobutene). Reaction SMILES: [CH:1]([C:3]1[CH:10]=[CH:9][CH:8]=[C:5]2[CH2:6][CH2:7][C:4]=12)=[O:2].[BH4-].[Na+].[OH-].[Na+]>O>[OH:2][CH2:1][C:3]1[CH:10]=[CH:9][CH:8]=[C:5]2[CH2:6][CH2:7][C:4]=12 |f:1.2,3.4|. Reported procedure: 4-Formylbenzocyclobutene is reduced with sodium borohydride in water, containing 1% by weight of sodium hydroxide. 4-Hydroxymethylbenzocyclobutene is obtained. The reactants are [H-].[Na+] (NaH), BrC=1C=C(C=C(C1)[N+](=O)[O-])NC(C)=O (N-(3-bromo-5-nitrophenyl)-acetamide), CI (MeI). Run in CN(C=O)C (dimethylformamide), CN(C=O)C (dimethylformamide). Run at time 1 hour. The product is BrC=1C=C(C=C(C1)[N+](=O)[O-])N(C(C)=O)C (N-(3-bromo-5-nitrophenyl)-N-methylacetamide). Isolated yield 88.7%. RXN SMILES: [Br:1][C:2]1[CH:3]=[C:4]([NH:11][C:12](=[O:14])[CH3:13])[CH:5]=[C:6]([N+:8]([O-:10])=[O:9])[CH:7]=1.[H-].[Na+].[CH3:17]I>CN(C)C=O>[Br:1][C:2]1[CH:3]=[C:4]([N:11]([CH3:17])[C:12](=[O:14])[CH3:13])[CH:5]=[C:6]([N+:8]([O-:10])=[O:9])[CH:7]=1 |f:1.2|. Procedure details: 31.0 g (0.1197 mol) of N-(3-bromo-5-nitrophenyl)-acetamide were dissolved in 240 ml of dimethylformamide and added dropwise within 20 min. to a suspension, cooled at 5° C., of 5.8 g (0.1325 mol) of NaH (60%) in 120 ml of dimethylformamide. Subsequently, the mixture was stirred at room temperature for 1 hr., again cooled to 0-5° C. and 22.30 ml (0.358 mol) of MeI were added thereto. The mixture was stirred at room temperature for 18 hrs., then freed from solvent and the residue was partitioned in... Reactants: O (water), [Na] (sodium), C1(=CC=CC=C1)S (thiophenol), FC(C=O)=CCCO[Si](C)(C)C(C)(C)C (2-fluoro-5-(tert-butyldimethylsilyloxy)-2-pentenal). Run in CCCCCC (hexane). The product is F\C(\C=O)=C/CCO[Si](C)(C)C(C)(C)C ((Z)-2-fluoro-5-(tert-butyldimethylsilyloxy)-2-pentenal). RXN SMILES: [F:1][C:2](=[CH:5][CH2:6][CH2:7][O:8][Si:9]([C:12]([CH3:15])([CH3:14])[CH3:13])([CH3:11])[CH3:10])[CH:3]=[O:4].[Na].C1(S)C=CC=CC=1.O>CCCCCC>[F:1]/[C:2](=[CH:5]\[CH2:6][CH2:7][O:8][Si:9]([C:12]([CH3:15])([CH3:14])[CH3:13])([CH3:10])[CH3:11])/[CH:3]=[O:4] |^1:15|. Procedure: 5.50 Grams of 2-fluoro-5-(tert-butyldimethylsilyloxy)-2-pentenal (E form:Z form=11:1) was dissolved in 50 ml of dry hexane, and after adding 20 mg of the sodium salt of thiophenol, the resulting solution was heated under reflux for 20 hours with stirring. Thereafter, 10 ml of water was added to the reaction solution, and the toluene layer was separated. The aqueous layer was extracted twice with ether, and the ether extracts were combined with the above toluene layer. This mixture was washed wit...